This data is from the Open Reaction Database (ORD), a public repository of structured organic reaction records. The task is: describe an organic reaction: reactants, conditions, products, and yield Starting materials: CC(=O)OC(C)=O, CC12CCC3c4ccc(O)cc4CCC3C1CCC2=CCl, c1ccncc1. The product is CC(=O)Oc1ccc2c(c1)CCC1C2CCC2(C)C(=CCl)CCC12. RXN SMILES: [CH3:22][C:23](=[O:24])[O:25][C:26](=[O:27])[CH3:28].[Cl:1][CH:2]=[C:3]1[C:4]2([CH3:5])[CH:6]([CH2:7][CH2:8]1)[CH:9]1[CH2:10][CH2:11][c:12]3[cH:13][c:14]([OH:21])[cH:15][cH:16][c:17]3[CH:18]1[CH2:19][CH2:20]2.[cH:29]1[cH:30][cH:31][n:32][cH:33][cH:34]1>>[Cl:1][CH:2]=[C:3]1[C:4]2([CH3:5])[CH:6]([CH2:7][CH2:8]1)[CH:9]1[CH2:10][CH2:11][c:12]3[cH:13][c:14]([O:21][C:23]([CH3:22])=[O:24])[cH:15][cH:16][c:17]3[CH:18]1[CH2:19][CH2:20]2. Reactants: CN(CCOC=1C(=C2C(=NC=NN2C1)OC1=C(C=C(C=C1)N)F)C)C (4-(6-(2-(Dimethylamino)ethoxy)-5-methylpyrrolo[2,1-f][1,2,4]triazin-4-yloxy)-3-fluorobenzenamine), Cl.CN(CCCOC=1C(=C2C(=NC=NN2C1)OC1=C(C=C(C=C1)NC(=O)NC(CC1=CC=C(C=C1)F)=O)F)C)C (1-(4-(6-(3-(Dimethylamino)propoxy)-5-methylpyrrolo[2,1-f][1,2,4]triazin-4-yloxy)-3-fluorophenyl)-3-(2-(4-fluorophenyl)acetyl)urea, hydrochloride salt). Product: Cl.CN(CCOC=1C(=C2C(=NC=NN2C1)OC1=C(C=C(C=C1)NC(=O)NC(CC1=CC=C(C=C1)F)=O)F)C)C (1-(4-(6-(2-(Dimethylamino)ethoxy)-5-methylpyrrolo[2,1-f][1,2,4]triazin-4-yloxy)-3-fluorophenyl)-3-(2-(4-fluorophenyl)acetyl)urea, hydrochloride salt). The yield is 19.0%. RXN SMILES: [CH3:1][N:2]([CH3:25])[CH2:3][CH2:4][O:5][C:6]1[C:7]([CH3:24])=[C:8]2[N:13]([CH:14]=1)[N:12]=[CH:11][N:10]=[C:9]2[O:15][C:16]1[CH:21]=[CH:20][C:19]([NH2:22])=[CH:18][C:17]=1[F:23].[ClH:26].CN(C)CCCOC1C(C)=C2N(C=1)N=CN=C2OC1C=CC(N[C:50]([NH:52][C:53](=[O:62])[CH2:54][C:55]2[CH:60]=[CH:59][C:58]([F:61])=[CH:57][CH:56]=2)=[O:51])=CC=1F>>[ClH:26].[CH3:1][N:2]([CH3:25])[CH2:3][CH2:4][O:5][C:6]1[C:7]([CH3:24])=[C:8]2[N:13]([CH:14]=1)[N:12]=[CH:11][N:10]=[C:9]2[O:15][C:16]1[CH:21]=[CH:20][C:19]([NH:22][C:50]([NH:52][C:53](=[O:62])[CH2:54][C:55]2[CH:60]=[CH:59][C:58]([F:61])=[CH:57][CH:56]=2)=[O:51])=[CH:18][C:17]=1[F:23] |f:1.2,3.4|. Procedure: 4-(6-(2-(Dimethylamino)ethoxy)-5-methylpyrrolo[2,1-f][1,2,4]triazin-4-yloxy)-3-fluorobenzenamine (20 mg, 0.06 mmol) was converted to the title compound (6.5 mg, 19%) in a manner similar to the preparation of Compound C of Example 32. 1H NMR (CD3OD) δ 10.79 (s, 1H), 7.84 (s, 1H), 7.77 (s, 1H), 7.40–7.21 (m, 5H), 7.10–6.97 (m, 3H), 4.43–4.39 (m, 2H), 3.71 (s, 2H), 3.68–3.62 (m, 2H), 3.03 (s, 6H), 2.48 (s, 3H); HRMS(ESI), 525.2062 (M+H)+ calc, 525.2079 (M+H)+ found. The product is O[C@H](C)[C@@H]1[C@H]2CC(=C(N2C1=O)C(=O)O)C(=C[C@H]1NC[C@H](C1)NC)C ((5R,6S)-6-[(1R)-1-hydroxyethyl]-3-[2-{(2S,4S)-4-(methylamino)-pyrrolidin-2-yl}-1-methylethenyl]-7-oxo-1-azabicyclo-[3.2.0]hept-2-ene-2-carboxylic acid). Reported procedure: To a solution of allyl (5R,6S)-3-[2-{(2S,4S)-1-allyloxycarbonyl-4-(N-allyloxycarbonyl-N-methylamino)-pyrrolidin-2-yl}-1-methylethenyl]-6-[(1R)-1hydroxyethyl]-7-oxo-1-azabicyclo [3.2.0]hept-2-ene-2-carboxylate (0.495 g) in a mixture of tetrahydrofuran (5 ml) and ethanol (2.5 ml) were added successively triphenylphosphine (96 mg), 5.5-dimethyl-1,3-cyclohxanedione (dimedone)(0.38 g), acetic acid (54.7 μl), and tetrakis(triphenylphosphine)palladium(0) (85 mg). Stirring at ambient temperature for 1 h... Starting materials: C(C=C)OC(=O)N1[C@@H](C[C@@H](C1)N(C)C(=O)OCC=C)C=C(C)C1=C(N2C([C@@H]([C@H]2C1)[C@@H](C)O)=O)C(=O)OCC=C (allyl (5R,6S)-3-[2-{(2S,4S)-1-allyloxycarbonyl-4-(N-allyloxycarbonyl-N-methylamino)-pyrrolidin-2-yl}-1-methylethenyl]-6-[(1R)-1hydroxyethyl]-7-oxo-1-azabicyclo [3.2.0]hept-2-ene-2-carboxylate), C1(=CC=CC=C1)P(C1=CC=CC=C1)C1=CC=CC=C1 (triphenylphosphine), C(C)(=O)O (acetic acid). Reaction conditions: time 1 hour. The solvent is O1CCCC1 (tetrahydrofuran), C(C)O (ethanol). Reaction SMILES: C(OC([N:7]1[CH2:11][C@@H:10]([N:12](C(OCC=C)=O)[CH3:13])[CH2:9][C@H:8]1[CH:20]=[C:21]([C:23]1[CH2:29][C@H:28]2[N:25]([C:26](=[O:33])[C@@H:27]2[C@H:30]([OH:32])[CH3:31])[C:24]=1[C:34]([O:36]CC=C)=[O:35])[CH3:22])=O)C=C.C1(P(C2C=CC=CC=2)C2C=CC=CC=2)C=CC=CC=1.C(O)(=O)C>O1CCCC1.C(O)C.C1C=CC([P]([Pd]([P](C2C=CC=CC=2)(C2C=CC=CC=2)C2C=CC=CC=2)([P](C2C=CC=CC=2)(C2C=CC=CC=2)C2C=CC=CC=2)[P](C2C=CC=CC=2)(C2C=CC=CC=2)C2C=CC=CC=2)(C2C=CC=CC=2)C2C=CC=CC=2)=CC=1>[OH:32][C@@H:30]([C@H:27]1[C:26](=[O:33])[N:25]2[C@@H:28]1[CH2:29][C:23]([C:21]([CH3:22])=[CH:20][C@@H:8]1[CH2:9][C@H:10]([NH:12][CH3:13])[CH2:11][NH:7]1)=[C:24]2[C:34]([OH:36])=[O:35])[CH3:31] |^1:74,76,95,114|. The yield is 44.2%. Reagents/catalysts: C=1C=CC(=CC1)[P](C=2C=CC=CC2)(C=3C=CC=CC3)[Pd]([P](C=4C=CC=CC4)(C=5C=CC=CC5)C=6C=CC=CC6)([P](C=7C=CC=CC7)(C=8C=CC=CC8)C=9C=CC=CC9)[P](C=1C=CC=CC1)(C=1C=CC=CC1)C=1C=CC=CC1 (tetrakis(triphenylphosphine)palladium(0)). Reactants: C1CCOC1, Oc1ccc(-c2ccc3cc(O)ccc3c2)c(Cl)c1, O=C1CCC(=O)N1Cl. The product is Oc1ccc(-c2ccc3c(Cl)c(O)ccc3c2)c(Cl)c1. Reaction SMILES: [CH2:28]1[O:29][CH2:30][CH2:31][CH2:32]1.[Cl:1][c:2]1[c:3](-[c:9]2[cH:10][c:11]3[cH:12][cH:13][c:14]([OH:19])[cH:15][c:16]3[cH:17][cH:18]2)[cH:4][cH:5][c:6]([OH:8])[cH:7]1.[Cl:20][N:21]1[C:22](=[O:23])[CH2:24][CH2:25][C:26]1=[O:27]>>[Cl:1][c:2]1[c:3](-[c:9]2[cH:10][c:11]3[cH:12][cH:13][c:14]([OH:19])[c:15]([Cl:20])[c:16]3[cH:17][cH:18]2)[cH:4][cH:5][c:6]([OH:8])[cH:7]1.